Dataset: the Open Reaction Database (ORD), a public repository of structured organic reaction records. Task: describe an organic reaction: reactants, conditions, products, and yield The reactants are O=C([O-])[O-], CC(C)(C)OC(=O)NCCS, CN(C)C=O, [Cl-], [K+], [K+], Nc1nc(Cl)cc(Cl)n1, [NH4+]. Yields the product CC(C)(C)OC(=O)NCCSc1cc(Cl)nc(N)n1. As a reaction SMILES: [C:10](=[O:11])([O-:12])[O-:13].[C:16]([CH3:17])([CH3:18])([CH3:19])[O:20][C:21]([NH:22][CH2:23][CH2:24][SH:25])=[O:26].[CH3:29][N:30]([CH3:31])[CH:32]=[O:33].[Cl-:27].[K+:14].[K+:15].[NH2:1][c:2]1[n:3][c:4]([Cl:9])[cH:5][c:6]([Cl:8])[n:7]1.[NH4+:28]>>[NH2:1][c:2]1[n:3][c:4]([Cl:9])[cH:5][c:6]([S:25][CH2:24][CH2:23][NH:22][C:21]([O:20][C:16]([CH3:17])([CH3:18])[CH3:19])=[O:26])[n:7]1. Starting materials: CN1CCC(CC1)=C1C2=C(C=CC3=C1C=C(C=C3)C(=O)OCC)C=CC=C2 ((-)-ethyl 5-(1-methyl-4-piperidylidene)-5H-dibenzo[a,d]cycloheptene-3-carboxylate), [OH-].[K+] (potassium hydroxide). The solvent is CO (methanol). Product: CN1CCC(CC1)=C1C2=C(C=CC3=C1C=C(C=C3)C(=O)O)C=CC=C2 ((-)-5-(1-methyl-4-piperidylidene)-5H-dibenzo[a,d]cycloheptene-3-carboxylic acid). Isolated yield 94.5%. Reaction SMILES: [CH3:1][N:2]1[CH2:7][CH2:6][C:5](=[C:8]2[C:14]3[CH:15]=[C:16]([C:19]([O:21]CC)=[O:20])[CH:17]=[CH:18][C:13]=3[CH:12]=[CH:11][C:10]3[CH:24]=[CH:25][CH:26]=[CH:27][C:9]2=3)[CH2:4][CH2:3]1.[OH-].[K+]>CO>[CH3:1][N:2]1[CH2:7][CH2:6][C:5](=[C:8]2[C:14]3[CH:15]=[C:16]([C:19]([OH:21])=[O:20])[CH:17]=[CH:18][C:13]=3[CH:12]=[CH:11][C:10]3[CH:24]=[CH:25][CH:26]=[CH:27][C:9]2=3)[CH2:4][CH2:3]1 |f:1.2|. Procedure details: A solution of 1.24 g of (-)-ethyl 5-(1-methyl-4-piperidylidene)-5H-dibenzo[a,d]cycloheptene-3-carboxylate and 4.12 ml of 2N potassium hydroxide in 55 ml of methanol was stirred at room temperature for seven days. The methanol was removed by evaporation at 25°. The residue was dissolved in water and extracted with 50 ml of ether. The clear, colorless aqueous phase was acidified with glacial acetic acid. The white precipitate that formed was removed by filtration, and washed thoroughly with water.... Product: C(C1=CC=CC=C1)OS(=O)(=S)C1=CC=C(C=C1)C (benzyl-p-toluenethiosulfonate). Yield: 77.6%. As a reaction SMILES: [CH2:1](Cl)[C:2]1[CH:7]=[CH:6][CH:5]=[CH:4][CH:3]=1.[S:9]([C:13]1[CH:19]=[CH:18][C:16]([CH3:17])=[CH:15][CH:14]=1)([O-:12])(=[O:11])=[S:10].[K+]>C(O)C.CCCCCC>[CH2:1]([O:12][S:9]([C:13]1[CH:19]=[CH:18][C:16]([CH3:17])=[CH:15][CH:14]=1)(=[S:10])=[O:11])[C:2]1[CH:7]=[CH:6][CH:5]=[CH:4][CH:3]=1 |f:1.2|. Reported procedure: The title compound was prepared as described in General Method 2 using 0.05 mol of benzyl chloride, 0.05 moles of potassium thiotosylate in 150 mL of ethanol. The residue was dissolved in hexane and seeded with a crystal of the product to afford 10.8 g (77%) of benzyl-p-toluenethiosulfonate (m.p. 52°-56.5° C.). 1H NMR (CDCl3) δ 2.45 (s, 3 H), 4.26 (s, 2 H), 7.18-7.30 (m, 7 H), 7.74 (d, 2 H). The reactants are C(C1=CC=CC=C1)Cl (benzyl chloride), S(=S)(=O)([O-])C1=CC=C(C)C=C1.[K+] (potassium thiotosylate). The solvent is CCCCCC (hexane), C(C)O (ethanol).